From a dataset of the Open Reaction Database (ORD), a public repository of structured organic reaction records. describe an organic reaction: reactants, conditions, products, and yield Reactants: CC(C)(C)N1CC(OCC1=O)C1=CC=CC=C1 (4-[1,1-dimethylethyl]-5-oxo-2-phenylmorpholine), B.CSC (borane methyl sulphide). Product: CC(C)(C)N1CC(OCC1)C1=CC=CC=C1 (4-[1,1-Dimethylethyl]-2-phenylmorpholine). Reaction SMILES: [CH3:1][C:2]([N:5]1[C:10](=O)[CH2:9][O:8][CH:7]([C:12]2[CH:17]=[CH:16][CH:15]=[CH:14][CH:13]=2)[CH2:6]1)([CH3:4])[CH3:3].B.CSC>>[CH3:4][C:2]([N:5]1[CH2:10][CH2:9][O:8][CH:7]([C:12]2[CH:17]=[CH:16][CH:15]=[CH:14][CH:13]=2)[CH2:6]1)([CH3:1])[CH3:3] |f:1.2|. Procedure details: 4-[1,1-Dimethylethyl]-2-phenylmorpholine was prepared from 4-[1,1-dimethylethyl]-5-oxo-2-phenylmorpholine and borane-methyl sulphide by an analogous procedure to that described in Example 1. After purification by column chromatography on silica using 0->8% methanol in dichloromethane as eluant, the resultant oil was converted to its hydrochloride salt, m.p. 208°-210° C., (ethyl acetate). Starting materials: C(CC(=O)OCC)(=O)OCC (diethyl malonate), [H-].[Na+] (sodium hydride), BrC1=C(C=C(C=C1)Br)[N+](=O)[O-] (2,5-dibromonitrobenzene), resultant mixture, resultant mixture, C(C)(=O)OCC (ethyl acetate). Solvent: CS(=O)C (dimethyl sulfoxide), CS(=O)C (dimethyl sulfoxide), ice water. Yields the product C1C2=C(C=C(C=C2)Br)NC1=O (6-Bromo-2-oxyindole). Yield: 85.0%. Reaction SMILES: [C:1]([O:9]CC)(=O)[CH2:2][C:3](OCC)=O.[H-].[Na+].BrC1[CH:20]=[CH:19][C:18]([Br:21])=[CH:17][C:16]=1[N+:22]([O-])=O.C(OCC)(=O)C>CS(C)=O>[CH2:2]1[C:1](=[O:9])[NH:22][C:16]2[CH:17]=[C:18]([Br:21])[CH:19]=[CH:20][C:3]1=2 |f:1.2|. Reported procedure: Under ice cooling, diethyl malonate (500 g) was added dropwise into a suspension of sodium hydride (125 g) in dimethyl sulfoxide (800 ml). After the solution became homogeneous, the resultant mixture was heated to 100° C. and a solution of 2,5-dibromonitrobenzene (500 g) in dimethyl sulfoxide (400 ml) was added dropwise thereinto followed by stirring the resultant mixture at 100° C. for 5 hr. Then the reaction solution was diluted with ice water (2 l), mixed with ethyl acetate (8 l), and the lay...